From a dataset of the Open Reaction Database (ORD), a public repository of structured organic reaction records. describe an organic reaction: reactants, conditions, products, and yield The product is COc1cc(I)c2c(c1OC)CNC2=O. RXN SMILES: [C:15](=[O:16])([O-:17])[O-:18].[CH3:21][I:22].[K+:19].[K+:20].[O:24]=[CH:25][N:26]([CH3:27])[CH3:28].[OH2:23].[OH:1][c:2]1[c:3]2[c:7]([c:8]([I:13])[cH:9][c:10]1[O:11][CH3:12])[C:6](=[O:14])[NH:5][CH2:4]2>>[O:1]([c:2]1[c:3]2[c:7]([c:8]([I:13])[cH:9][c:10]1[O:11][CH3:12])[C:6](=[O:14])[NH:5][CH2:4]2)[CH3:15]. The reactants are O=C([O-])[O-], CI, [K+], [K+], CN(C)C=O, O, COc1cc(I)c2c(c1O)CNC2=O.